describe an organic reaction: reactants, conditions, products, and yield From a dataset of the Open Reaction Database (ORD), a public repository of structured organic reaction records. Reactants: C(C)(C)(C)OC(=O)N1C(O[C@H]([C@@H]1C1CC1)C(=O)OC)(C)C (methyl (4S,5R)-3-tert-butoxycarbonyl-2,2-dimethyl-4-cyclopropyl-5-oxazolidinecarboxylate), [OH-].[Li+] (lithium hydroxide). The solvent is CO (methanol), O (water). Conditions: time 1 hour. Yields the product C(C)(C)(C)OC(=O)N1C(O[C@H]([C@@H]1C1CC1)C(=O)O)(C)C ((4S,5R)-3-tert-butoxycarbonyl-2,2-dimethyl-4-cyclopropyl-5-oxazolidinecarboxylic acid). Yield: 104.5%. As a reaction SMILES: [C:1]([O:5][C:6]([N:8]1[C@@H:12]([CH:13]2[CH2:15][CH2:14]2)[C@H:11]([C:16]([O:18]C)=[O:17])[O:10][C:9]1([CH3:21])[CH3:20])=[O:7])([CH3:4])([CH3:3])[CH3:2].[OH-].[Li+]>CO.O>[C:1]([O:5][C:6]([N:8]1[C@@H:12]([CH:13]2[CH2:14][CH2:15]2)[C@H:11]([C:16]([OH:18])=[O:17])[O:10][C:9]1([CH3:21])[CH3:20])=[O:7])([CH3:4])([CH3:2])[CH3:3] |f:1.2|. Reported procedure: To a solution of 2.66 g of methyl (4S,5R)-3-tert-butoxycarbonyl-2,2-dimethyl-4-cyclopropyl-5-oxazolidinecarboxylate in 60 ml of methanol is added dropwise a solution of 255 mg of lithium hydroxide in 30 ml of water under ice-cooling. The reaction mixture is warmed to room temperature, stirred for one hour and evaporated under reduced pressure to remove methanol. Chloroform is added to the residue. The pH of the mixture is adjusted to about pH 2 with 10% hydrochloric acid under ice-cooling theret...